This data is from the Open Reaction Database (ORD), a public repository of structured organic reaction records. The task is: describe an organic reaction: reactants, conditions, products, and yield The reactants are C(=O)C1=CC=C(C(=O)N2CCCCC2)C=C1 (1-(4'-formylbenzoyl)piperidine), [BH4-].[Na+] (NaBH4), aldehyde. The solvent is C(C)O (ethanol). The product is OCC1=CC=C(C(=O)N2CCCCC2)C=C1 (1-(4'-hydroxymethylbenzoyl)piperidine). Isolated yield 65.1%. Reaction SMILES: [CH:1]([C:3]1[CH:16]=[CH:15][C:6]([C:7]([N:9]2[CH2:14][CH2:13][CH2:12][CH2:11][CH2:10]2)=[O:8])=[CH:5][CH:4]=1)=[O:2].[BH4-].[Na+]>C(O)C>[OH:2][CH2:1][C:3]1[CH:4]=[CH:5][C:6]([C:7]([N:9]2[CH2:14][CH2:13][CH2:12][CH2:11][CH2:10]2)=[O:8])=[CH:15][CH:16]=1 |f:1.2|. Procedure: The aldehyde (28.6 mmol) thus formed was dissolved in 40 mL of absolute ethanol, and 540 mg NaBH4 was added over 2 hours. When thin-layer chromatography revealed no remaining aldehyde, the reaction was quenched with 2.5 mL acetic acid. The ethanol was removed on a rotary evaporator and the residue was taken up in 30 mL water. The product alcohol was extracted with two 25-mL volumes of CH2Cl2 plus 25 mL ether. The organic extracts were combined and dried over Na2SO4. Removal of the solvents on a ... The reactants are O (Water), N1N=NC=C1 (Triazole), BrCCCCCCl (1-bromo-5-chloropentane), [OH-].[Na+] (sodium hydroxide). Reagents/catalysts: [I-].C(CCC)[N+](CCCC)(CCCC)CCCC (tetrabutylammonium iodide). The solvent is CC(=O)C (acetone). Conditions: temperature 50 celsius, time 18 hour. Yields the product ClCCCCCN1N=NC=C1 (5-chloropentyl-1H-1,2,3-triazole). As a reaction SMILES: [NH:1]1[CH:5]=[CH:4][N:3]=[N:2]1.Br[CH2:7][CH2:8][CH2:9][CH2:10][CH2:11][Cl:12].[OH-].[Na+].O>[I-].C([N+](CCCC)(CCCC)CCCC)CCC.CC(C)=O>[Cl:12][CH2:11][CH2:10][CH2:9][CH2:8][CH2:7][N:1]1[CH:5]=[CH:4][N:3]=[N:2]1 |f:2.3,5.6|. Procedure: Triazole (0.41 ml), 1-bromo-5-chloropentane (1.0 ml), tetrabutylammonium iodide (10 mg), and a 3 M aqueous sodium hydroxide solution (1 ml) were dissolved in acetone (10 ml), and the solution was stirred at 50° C. for 18 hr. Water was added to the reaction mixture, and the mixture was extracted with chloroform. The organic layer was dried over anhydrous sodium sulfate, and the solvent was removed by distillation under the reduced pressure. The residue was purified by chromatography by developmen...